Dataset: the Open Reaction Database (ORD), a public repository of structured organic reaction records. Task: describe an organic reaction: reactants, conditions, products, and yield Reactants: BrC1=C(C(=O)O)C=C(C=C1)S(=O)(=O)Cl (2-bromo-5-chlorosulfonyl benzoic acid), N1CCSCC1 (thiomorpholine). The solvent is C(Cl)Cl (methylene chloride). The product is BrC1=C(C(=O)O)C=C(C=C1)S(=O)(=O)N1CCSCC1 (2-Bromo-5-thiomorpholinosulfonylbenzoic Acid). RXN SMILES: [Br:1][C:2]1[CH:10]=[CH:9][C:8]([S:11](Cl)(=[O:13])=[O:12])=[CH:7][C:3]=1[C:4]([OH:6])=[O:5].[NH:15]1[CH2:20][CH2:19][S:18][CH2:17][CH2:16]1>C(Cl)Cl>[Br:1][C:2]1[CH:10]=[CH:9][C:8]([S:11]([N:15]2[CH2:20][CH2:19][S:18][CH2:17][CH2:16]2)(=[O:13])=[O:12])=[CH:7][C:3]=1[C:4]([OH:6])=[O:5]. Reported procedure: This product is prepared by the reaction of 2-bromo-5-chlorosulfonyl benzoic acid with excess thiomorpholine in methylene chloride. The product, m.p. 195°-197.5° C., is purified by solution in aqueous sodium hydroxide, crystallization by acidifying the basic solution, and recrystallization from acetone-hexane. Starting materials: NC1=CC=CC=C1 (aniline), Cl(=O)(=O)(=O)[O-].[Li+] (lithium perchlorate), C(C1=CC=CC=C1)N1CC2(CO2)CC1 (5-Benzyl-1-oxa-5-azaspiro[2.4]heptane). Run in C(C)#N (acetonitrile). Conditions: temperature 80 celsius, time 8 hour. The product is N(C1=CC=CC=C1)CC1(CN(CC1)CC1=CC=CC=C1)O (3-(anilinomethyl)-1-benzylpyrrolidin-3-ol). The yield is 54.0%. Reaction SMILES: [CH2:1]([N:8]1[CH2:14][CH2:13][C:10]2([O:12][CH2:11]2)[CH2:9]1)[C:2]1[CH:7]=[CH:6][CH:5]=[CH:4][CH:3]=1.[NH2:15][C:16]1[CH:21]=[CH:20][CH:19]=[CH:18][CH:17]=1.Cl([O-])(=O)(=O)=O.[Li+]>C(#N)C>[NH:15]([CH2:11][C:10]1([OH:12])[CH2:13][CH2:14][N:8]([CH2:1][C:2]2[CH:7]=[CH:6][CH:5]=[CH:4][CH:3]=2)[CH2:9]1)[C:16]1[CH:21]=[CH:20][CH:19]=[CH:18][CH:17]=1 |f:2.3|. Procedure details: 5-Benzyl-1-oxa-5-azaspiro[2.4]heptane (946 mg) was dissolved in acetonitrile (30 mL), and aniline (0.55 mL) and lithium perchlorate (640 mg) were added. After stirring at 80° C. overnight, the solvent was evaporated under reduced pressure. The residue was dissolved in ethyl acetate, and the solution was washed twice with aqueous sodium hydrogen carbonate solution. The organic layer was dried over sodium sulfate, and the solvent was evaporated under reduced pressure. The residue was purified by s... Starting materials: C(=O)(C=1NC=CN1)C=1NC=CN1 (carbonyl diimidazole), NC1=C(CN2C(=CC=C2)C(=O)O)C=CC=C1 (1-o-aminobenzyl-2-pyrrolecarboxylic acid), CN1CCNCC1 (N-methylpiperazine). The solvent is O1CCCC1 (tetrahydrofuran). Reaction conditions: time 30 minute. The product is NC1=C(CN2C(=CC=C2)C(=O)N2CCN(CC2)C)C=CC=C1 (1-[1-(o-aminobenzyl)-2-pyrrolecarbonyl]-4-methylpiperazine). As a reaction SMILES: C(C1NC=CN=1)(C1NC=CN=1)=O.[NH2:13][C:14]1[CH:28]=[CH:27][CH:26]=[CH:25][C:15]=1[CH2:16][N:17]1[CH:21]=[CH:20][CH:19]=[C:18]1[C:22]([OH:24])=O.[CH3:29][N:30]1[CH2:35][CH2:34][NH:33][CH2:32][CH2:31]1>O1CCCC1>[NH2:13][C:14]1[CH:28]=[CH:27][CH:26]=[CH:25][C:15]=1[CH2:16][N:17]1[CH:21]=[CH:20][CH:19]=[C:18]1[C:22]([N:33]1[CH2:34][CH2:35][N:30]([CH3:29])[CH2:31][CH2:32]1)=[O:24]. Procedure: A mixture of 3.40 g. of carbonyl diimidazole and 25 ml. of tetrahydrofuran is cooled and 4.32 g. of 1-o-aminobenzyl-2-pyrrolecarboxylic acid is added. The mixture is allowed to stand at 25°-30° C. for 30 minutes and 2.6 ml. of N-methylpiperazine is added. The mixture is allowed to stand 48 hours, then concentrated to about 1/2 volume and treated with ether. The mixture is filtered. The filtrate is evaporated to remove the solvent. The residue is treated with water and methylene chloride. The met...